Dataset: the Open Reaction Database (ORD), a public repository of structured organic reaction records. Task: describe an organic reaction: reactants, conditions, products, and yield Reactants: C1CCOC1, CN(C)CCCN(C)c1ccc(C(=O)O)c([N+](=O)[O-])c1, Cl, Nc1n[nH]c2ccc(OCc3cc(F)cc(F)c3)cc12, CN(C)C=O, O=S(Cl)Cl, c1ccncc1. Product: CN(C)CCCN(C)c1ccc(C(=O)Nc2n[nH]c3ccc(OCc4cc(F)cc(F)c4)cc23)c([N+](=O)[O-])c1. RXN SMILES: [CH2:51]1[O:52][CH2:53][CH2:54][CH2:55]1.[CH3:2][N:3]([CH2:4][CH2:5][CH2:6][N:7]([c:8]1[cH:9][c:10]([N+:17](=[O:18])[O-:19])[c:11]([C:12](=[O:13])[OH:14])[cH:15][cH:16]1)[CH3:20])[CH3:21].[ClH:1].[F:31][c:32]1[cH:33][c:34]([CH2:35][O:36][c:37]2[cH:38][c:39]3[c:40]([NH2:46])[n:41][nH:42][c:43]3[cH:44][cH:45]2)[cH:47][c:48]([F:50])[cH:49]1.[O:22]=[CH:23][N:24]([CH3:25])[CH3:26].[S:27]([Cl:28])([Cl:29])=[O:30].[cH:56]1[cH:57][cH:58][n:59][cH:60][cH:61]1>>[CH3:2][N:3]([CH2:4][CH2:5][CH2:6][N:7]([c:8]1[cH:9][c:10]([N+:17](=[O:18])[O-:19])[c:11]([C:12](=[O:14])[NH:46][c:40]2[c:39]3[cH:38][c:37]([O:36][CH2:35][c:34]4[cH:33][c:32]([F:31])[cH:49][c:48]([F:50])[cH:47]4)[cH:45][cH:44][c:43]3[nH:42][n:41]2)[cH:15][cH:16]1)[CH3:20])[CH3:21]. The reactants are C1(=CC=CC=C1)C=1N=C(SC1)N1CCNCC1 (1-(4-Phenyl-1,3-thiazol-2-yl)piperazine), O1N=C(C2=C1C=CC=C2)N(C(=O)OCC(Cl)(Cl)Cl)C(=O)OCC(Cl)(Cl)Cl (bis(2,2,2-trichloroethyl) 1,2-benzisoxazol-3-ylimidodicarbonate), C(C)(C)N(CC)C(C)C (diisopropylethylamine), CS(=O)C (dimethylsulfoxide). Solvent: O (water). Run at temperature 70 celsius, time 2 hour. Product: O1N=C(C2=C1C=CC=C2)NC(=O)N2CCN(CC2)C=2SC=C(N2)C2=CC=CC=C2 (N-1,2-Benzisoxazol-3-yl-4-(4-phenyl-1,3-thiazol-2-yl)piperazine-1-carboxamide). Reaction SMILES: [C:1]1([C:7]2[N:8]=[C:9]([N:12]3[CH2:17][CH2:16][NH:15][CH2:14][CH2:13]3)[S:10][CH:11]=2)[CH:6]=[CH:5][CH:4]=[CH:3][CH:2]=1.[O:18]1[C:22]2[CH:23]=[CH:24][CH:25]=[CH:26][C:21]=2[C:20]([N:27](C(OCC(Cl)(Cl)Cl)=O)[C:28](OCC(Cl)(Cl)Cl)=[O:29])=[N:19]1.C(N(C(C)C)CC)(C)C.CS(C)=O>O>[O:18]1[C:22]2[CH:23]=[CH:24][CH:25]=[CH:26][C:21]=2[C:20]([NH:27][C:28]([N:15]2[CH2:16][CH2:17][N:12]([C:9]3[S:10][CH:11]=[C:7]([C:1]4[CH:2]=[CH:3][CH:4]=[CH:5][CH:6]=4)[N:8]=3)[CH2:13][CH2:14]2)=[O:29])=[N:19]1. Procedure: A mixture of 1-(4-Phenyl-1,3-thiazol-2-yl)piperazine (330 mg, 0.673 mmol), bis(2,2,2-trichloroethyl) 1,2-benzisoxazol-3-ylimidodicarbonate (326 mg, 0.673 mmol), diisopropylethylamine (0.117 ml, 0.673 mmol) and dimethylsulfoxide (5 ml) was stirred at 70° C. for 2 hours. The reaction mixture was poured to water and extracted with ethyl acetate. The extract was washed with water and dried over anhydrous magnesium sulfate. The solvent was distilled off under reduced pressure. The residue was purifie... Reactants: FC1=C(C(=O)O)C=C(C=C1)CC=1NC(=C(N1)C=1C=C2C=CC=NC2=CC1)C1=NC(=CC=C1)C (2-fluoro-5-((5-(6-methylpyridin-2-yl)-4-(quinolin-6-yl)-1H-imidazol-2-yl)methyl)benzoic acid), [H-].[H-].[H-].[H-].[Li+].[Al+3] (LAH). Run in C1CCOC1 (THF). Run at time 2 hour. The product is FC1=C(C=C(C=C1)CC=1NC(=C(N1)C=1C=C2C=CC=NC2=CC1)C1=NC(=CC=C1)C)CO ((2-fluoro-5-((5-(6-methylpyridin-2-yl)-4-(quinolin-6-yl)-1H-imidazol-2-yl)methyl)phenyl)methanol). Yield: 23.3%. RXN SMILES: [F:1][C:2]1[CH:10]=[CH:9][C:8]([CH2:11][C:12]2[NH:13][C:14]([C:27]3[CH:32]=[CH:31][CH:30]=[C:29]([CH3:33])[N:28]=3)=[C:15]([C:17]3[CH:18]=[C:19]4[C:24](=[CH:25][CH:26]=3)[N:23]=[CH:22][CH:21]=[CH:20]4)[N:16]=2)=[CH:7][C:3]=1[C:4](O)=[O:5].[H-].[H-].[H-].[H-].[Li+].[Al+3]>C1COCC1>[F:1][C:2]1[CH:10]=[CH:9][C:8]([CH2:11][C:12]2[NH:13][C:14]([C:27]3[CH:32]=[CH:31][CH:30]=[C:29]([CH3:33])[N:28]=3)=[C:15]([C:17]3[CH:18]=[C:19]4[C:24](=[CH:25][CH:26]=3)[N:23]=[CH:22][CH:21]=[CH:20]4)[N:16]=2)=[CH:7][C:3]=1[CH2:4][OH:5] |f:1.2.3.4.5.6|. Procedure details: To a suspension of 2-fluoro-5-((5-(6-methylpyridin-2-yl)-4-(quinolin-6-yl)-1H-imidazol-2-yl)methyl)benzoic acid (Example 104) (75 mg, 0.171 mmol) in THF (1 mL) was added LAH (1M solution in THF, 342 uL, 0.342 mmol) and the mixture was stirred at room temperature for 2 hours. The reaction was quenched by addition of ethyl acetate (1 mL) and H2O (3 drops), and the mixture was stirred for 30 min. The mixture was dried over Na2SO4, filtered through celite, and the filtrate was concentrated under red... Starting materials: CN(C1CC2=CC=C(C=C2C1)NC(C)=O)C (N-[2-(Dimethylamino)-2,3-dihydro-1H-inden-5-yl]acetamide), ice water, CN(C1CC2=CC(=C(C=C2C1)NC(C)=O)[N+](=O)[O-])C (N-[2-(dimethylamino)-6-nitro-2,3-dihydro-1H-inden-5-yl]acetamide), CN(C1CC2=CC=C(C(=C2C1)[N+](=O)[O-])NC(C)=O)C (N-[2-(dimethylamino)-4-nitro-2,3-dihydro-1H-inden-5-yl]acetamide), C(C)(=O)N (acetamide). Run in C(=O)(C(F)(F)F)O (TFA), C(=O)(C(F)(F)F)O (TFA), CCO (EtOH), [CH]Cl (cHCl). Conditions: temperature 20 celsius, time 16 hour. The product is CN(C1CC2=CC(=C(C=C2C1)N)[N+](=O)[O-])C (N2,N2-Dimethyl-6-nitro-2,5-indanediamine). Yield: 52.0%. Reaction SMILES: CN(C)C1CC2C(=CC=C(NC(=O)C)C=2)C1.[CH3:17][N:18]([CH3:35])[CH:19]1[CH2:27][C:26]2[C:21](=[CH:22][C:23]([N+:32]([O-:34])=[O:33])=[C:24]([NH:28]C(=O)C)[CH:25]=2)[CH2:20]1.CN(C)C1CC2C(=CC=C(NC(=O)C)C=2[N+]([O-])=O)C1.C(N)(=O)C>C(O)(C(F)(F)F)=O.CCO.[CH]Cl>[CH3:17][N:18]([CH3:35])[CH:19]1[CH2:27][C:26]2[C:21](=[CH:22][C:23]([N+:32]([O-:34])=[O:33])=[C:24]([NH2:28])[CH:25]=2)[CH2:20]1 |^3:68|. Reported procedure: A solution of cHNO3 (70%, 13.4 mL, 211 mmol) in TFA (15 mL) was added dropwise to a stirred solution of acetamide 109 (15.38 g, 70.5 mmol) in TFA (120 mL) and the solution stirred at 20° C. for 16 h. The solution was poured into ice/water (1.2 L) and the pH adjusted to 10 with cNH3. The mixture was extracted with DCM (4×150 mL), the combined organic fraction dried and the solvent evaporated. The residue was filtered through a short column of silica, eluting with a gradient (0-15%) of MeOH/DCM, t... Starting materials: COC1=CC=C(C=C1)NN=C(C(F)(F)F)Br (2,2,2-trifluoroacetoyl bromide-N-(4-methoxyphenyl)hydrazone), O1C(=CC=C1)C(=O)CC#N (2-furoylacetonitrile), [O-]CC.[Na+] (sodium ethoxide). Solvent: C(C)O (ethanol), C(C)O (ethanol). Run at time 4 hour. Product: COC1=CC=C(C=C1)N1N=C(C(=C1)C#N)C(F)(F)F.O1C(=CC=C1)C1=CC=NN1 (1-[(4-Methoxy)phenyl]-3-(trifluoromethyl)-4-cyano-1H-pyrazole 5-(2-furyl)pyrazole). Isolated yield 81.5%. As a reaction SMILES: O1C=CC=C1[C:6]([CH2:8][C:9]#[N:10])=O.[O-]CC.[Na+].[CH3:15][O:16][C:17]1[CH:22]=[CH:21][C:20]([NH:23][N:24]=[C:25](Br)[C:26]([F:29])([F:28])[F:27])=[CH:19][CH:18]=1>C(O)C>[CH3:15][O:16][C:17]1[CH:22]=[CH:21][C:20]([N:23]2[CH:6]=[C:8]([C:9]#[N:10])[C:25]([C:26]([F:29])([F:28])[F:27])=[N:24]2)=[CH:19][CH:18]=1.[O:16]1[CH:15]=[CH:19][CH:18]=[C:17]1[C:22]1[NH:24][N:23]=[CH:20][CH:21]=1 |f:1.2,5.6|. Procedure: To a solution of 2-furoylacetonitrile (0.91 g, 6.73 mmol) in 20 mL of absolute ethanol was added sodium ethoxide (2.5 mL of a 21% weight solution in ethanol, 6.73 mmol) followed by 2,2,2-trifluoroacetoyl bromide-N-(4-methoxyphenyl)hydrazone (2.0 g, 6.73 mmol). This mixture was stirred at ambient temperature for 4 h. The volatiles were removed in vacuo and the residue was dissolved in ethyl acetate, washed with water and brine, dried (MgSO4) and concentrated. The residue was purified by recrystal...